Dataset: the Open Reaction Database (ORD), a public repository of structured organic reaction records. Task: describe an organic reaction: reactants, conditions, products, and yield The solvent is C(C)(=O)OCC (ethyl acetate). Reactants: COC(C(CSCC1=CC=C(C=C1)C1=CC=C(C=C1)Br)NC(=O)OC(C)(C)C)=O (3-(4′-bromobiphenyl-4-ylmethylsulfanyl)-2-tert-butoxycarbonylamino-propionic acid methyl ester), C1OC=2C=C(C=CC2O1)B(O)O (3,4-methylenedioxyphenylboronic acid), C(C)O (ethanol), C1(=CC=CC=C1)C (toluene), C(=O)([O-])[O-].[Na+].[Na+] (Na2CO3). Reported procedure: A mixture of 3-(4′-bromobiphenyl-4-ylmethylsulfanyl)-2-tert-butoxycarbonylamino-propionic acid methyl ester, 0.26 g (0.54 mmol), 3,4-methylenedioxyphenylboronic acid, 90 mg (0.54 mmol), Pd(PPh3)4, 63 mg (0.054 mmol), in 5 mL of toluene and 3 mL of ethanol was heated to obtain a clear solution. To the solution was added 5 mL of 0.4M aq. Na2CO3. The reaction mixture refluxed for 4 h at 80° C. The mixture was cooled to room temperature and diluted with 100 mL ethyl acetate. The organic layer was wa... Reagents/catalysts: C=1C=CC(=CC1)[P](C=2C=CC=CC2)(C=3C=CC=CC3)[Pd]([P](C=4C=CC=CC4)(C=5C=CC=CC5)C=6C=CC=CC6)([P](C=7C=CC=CC7)(C=8C=CC=CC8)C=9C=CC=CC9)[P](C=1C=CC=CC1)(C=1C=CC=CC1)C=1C=CC=CC1 (Pd(PPh3)4). RXN SMILES: [CH3:1][O:2][C:3](=[O:29])[CH:4]([NH:21]C(OC(C)(C)C)=O)[CH2:5][S:6][CH2:7][C:8]1[CH:13]=[CH:12][C:11]([C:14]2[CH:19]=[CH:18][C:17](Br)=[CH:16][CH:15]=2)=[CH:10][CH:9]=1.[CH2:30]1[O:38][C:37]2[CH:36]=[CH:35][C:34](B(O)O)=[CH:33][C:32]=2[O:31]1.C(O)C.[C:45]([O-:48])([O-])=[O:46].[Na+].[Na+].[C:51]1([CH3:57])[CH:56]=CC=C[CH:52]=1>C(OCC)(=O)C.C1C=CC([P]([Pd]([P](C2C=CC=CC=2)(C2C=CC=CC=2)C2C=CC=CC=2)([P](C2C=CC=CC=2)(C2C=CC=CC=2)C2C=CC=CC=2)[P](C2C=CC=CC=2)(C2C=CC=CC=2)C2C=CC=CC=2)(C2C=CC=CC=2)C2C=CC=CC=2)=CC=1>[CH3:1][O:2][C:3](=[O:29])[C:4]([NH2:21])([C:45]([O:48][C:51]([CH3:57])([CH3:56])[CH3:52])=[O:46])[CH2:5][S:6][CH2:7][C:8]1[CH:9]=[CH:10][C:11]([C:14]2[CH:15]=[CH:16][C:17]([C:35]3[CH:34]=[CH:33][C:32]4[O:31][CH2:30][O:38][C:37]=4[CH:36]=3)=[CH:18][CH:19]=2)=[CH:12][CH:13]=1 |f:3.4.5,^1:67,69,88,107|. Yields the product COC(C(CSCC1=CC=C(C=C1)C1=CC=C(C=C1)C1=CC2=C(OCO2)C=C1)(C(=O)OC(C)(C)C)N)=O (3-(4′-Benzo[1,3]dioxol-5-yl-biphenyl-4-ylmethylsulfanyl)-2-tert-butoxycarbonyl amino-propionic acid methyl ester). Conditions: temperature 80 celsius.